Dataset: the Open Reaction Database (ORD), a public repository of structured organic reaction records. Task: describe an organic reaction: reactants, conditions, products, and yield The reactants are CCN(C(C)C)C(C)C, OC1CCNCC1, CN(C)C=O, CC(C)(O)c1cccn2c(-c3ccnc(NC4CCC(C(=O)O)CC4)n3)cnc12. The product is CC(C)(O)c1cccn2c(-c3ccnc(NC4CCC(C(=O)N5CCC(O)CC5)CC4)n3)cnc12. As a reaction SMILES: [CH:30]([N:31]([CH2:32][CH3:33])[CH:34]([CH3:35])[CH3:36])([CH3:37])[CH3:38].[NH:39]1[CH2:40][CH2:41][CH:42]([OH:45])[CH2:43][CH2:44]1.[O:46]=[CH:47][N:48]([CH3:49])[CH3:50].[OH:1][C:2]([CH3:3])([CH3:4])[c:5]1[c:6]2[n:7]([cH:8][cH:9][cH:10]1)[c:11](-[c:14]1[n:15][c:16]([NH:20][CH:21]3[CH2:22][CH2:23][CH:24]([C:27](=[O:28])[OH:29])[CH2:25][CH2:26]3)[n:17][cH:18][cH:19]1)[cH:12][n:13]2>>[OH:1][C:2]([CH3:3])([CH3:4])[c:5]1[c:6]2[n:7]([cH:8][cH:9][cH:10]1)[c:11](-[c:14]1[n:15][c:16]([NH:20][CH:21]3[CH2:22][CH2:23][CH:24]([C:27](=[O:28])[N:39]4[CH2:40][CH2:41][CH:42]([OH:45])[CH2:43][CH2:44]4)[CH2:25][CH2:26]3)[n:17][cH:18][cH:19]1)[cH:12][n:13]2. Reactants: CCC(C)=O, O=[N+]([O-])c1nccn1CCCl, [I-], [Na+]. Yields the product O=[N+]([O-])c1nccn1CCI. Reaction SMILES: [CH3:14][C:15]([CH2:16][CH3:17])=[O:18].[Cl:1][CH2:2][CH2:3][n:4]1[c:5]([N+:9](=[O:10])[O-:11])[n:6][cH:7][cH:8]1.[I-:13].[Na+:12]>>[CH2:2]([CH2:3][n:4]1[c:5]([N+:9](=[O:10])[O-:11])[n:6][cH:7][cH:8]1)[I:13].